Dataset: the Open Reaction Database (ORD), a public repository of structured organic reaction records. Task: describe an organic reaction: reactants, conditions, products, and yield The reactants are COC=1C=C(C(=O)OC)C=C(C1)C (methyl 3-methoxy-5-methylbenzoate), [Cl-].[NH4+] (ammonium chloride), ClC1=NC=C(C=C1)C (2-chloro-5-methylpyridine), C[Si]([N-][Si](C)(C)C)(C)C.[Li+] (lithium hexamethyldisilazide). Solvent: O1CCCC1 (tetrahydrofuran). Run at time 18 hour. Yields the product ClC1=NC=C(C=C1)CC(=O)C1=CC(=CC(=C1)C)OC (2-(2-chloropyridin-5-yl)-1-(3-methoxy-5-methylphenyl)ethanone). Reaction SMILES: [CH3:1][O:2][C:3]1[CH:4]=[C:5]([CH:10]=[C:11]([CH3:13])[CH:12]=1)[C:6]([O:8]C)=O.[Cl:14][C:15]1[CH:20]=[CH:19][C:18]([CH3:21])=[CH:17][N:16]=1.C[Si](C)(C)[N-][Si](C)(C)C.[Li+].[Cl-].[NH4+]>O1CCCC1>[Cl:14][C:15]1[CH:20]=[CH:19][C:18]([CH2:21][C:6]([C:5]2[CH:10]=[C:11]([CH3:13])[CH:12]=[C:3]([O:2][CH3:1])[CH:4]=2)=[O:8])=[CH:17][N:16]=1 |f:2.3,4.5|. Procedure: To a solution of methyl 3-methoxy-5-methylbenzoate (9.0 g, 50 mmol) and 2-chloro-5-methylpyridine (7.0 g, 55 mmol) in tetrahydrofuran (90 mL) was dropwise added lithium hexamethyldisilazide (75 mL, 75 mmol, 1M In THF) at 0° C. under nitrogen atmosphere, and stirred at room temperature for 18 hours. After completion of the nucleophilic attack reaction, the reaction mixture was neutralized with a saturated ammonium chloride solution (150 mL) and extracted with ethyl acetate (300 mL×2). The organic... The reactants are C(C1=CC=CC=C1)(=O)[O-].[Zn+2].C(C1=CC=CC=C1)(=O)[O-] (zinc benzoate), C([O-])(O)=O.[NH4+] (ammonium bicarbonate), resultant mixture. Yields the product C1=CC=C(C=C1)C(=O)O.C1=CC=C(C=C1)C(=O)O.[Zn] (zinc-benzoate). Yield: 742.8%. RXN SMILES: [C:1]([O-:9])(=[O:8])[C:2]1[CH:7]=[CH:6][CH:5]=[CH:4][CH:3]=1.[Zn+2:10].[C:11]([O-:19])(=[O:18])[C:12]1[CH:17]=[CH:16][CH:15]=[CH:14][CH:13]=1.C(=O)(O)[O-].[NH4+]>>[CH:5]1[CH:6]=[CH:7][C:2]([C:1]([OH:9])=[O:8])=[CH:3][CH:4]=1.[CH:15]1[CH:16]=[CH:17][C:12]([C:11]([OH:19])=[O:18])=[CH:13][CH:14]=1.[Zn:10] |f:0.1.2,3.4,5.6.7|. Reported procedure: To the resin obtained in the above step (i), a mixture of 3.2 g (0.01 mole) of zinc benzoate and 2.4 g (0.03 mole) of ammonium bicarbonate was slowly added at 150°-160° C. The resultant mixture was then stirred for 1 hour at 155°-165° C. to complete the reaction. After completion of the reaction, the resultant molten resin was taken out, cooled and ground to obtain 23 g of a zinc-benzoate-modified salicylic acid resin as powder. The softening point of the zinc-modified resin was 108° C. It will ...